This data is from the Open Reaction Database (ORD), a public repository of structured organic reaction records. The task is: describe an organic reaction: reactants, conditions, products, and yield Reactants: CC(=O)Nc1c(C(F)(F)F)cc(N)cc1C(F)(F)F, CC(=O)O, [Cl-], Cl, O=N[O-], [Na+], O=S=O, O. Product: CC(=O)Nc1c(C(F)(F)F)cc(S(N)(=O)=O)cc1C(F)(F)F. RXN SMILES: [C:1]([CH3:2])(=[O:3])[NH:4][c:5]1[c:6]([C:16]([F:17])([F:18])[F:19])[cH:7][c:8]([NH2:9])[cH:10][c:11]1[C:12]([F:13])([F:14])[F:15].[CH3:29][C:30](=[O:31])[OH:32].[Cl-:25].[ClH:20].[N:21]([O-:22])=[O:23].[Na+:24].[O:26]=[S:27]=[O:28].[OH2:33]>>[C:1]([CH3:2])(=[O:3])[NH:4][c:5]1[c:6]([C:16]([F:17])([F:18])[F:19])[cH:7][c:8]([S:27]([NH2:21])(=[O:26])=[O:28])[cH:10][c:11]1[C:12]([F:13])([F:14])[F:15]. RXN SMILES: [Cl:1][C:2]1[N:3]=[N:4][C:5]([NH:8][NH2:9])=[CH:6][CH:7]=1.[OH:10][C@H:11]([CH3:15])[C:12](O)=O.CC1C=CC(S(O)(=O)=O)=CC=1.O>C1(C)C=CC=CC=1>[Cl:1][C:2]1[CH:7]=[CH:6][C:5]2[N:4]([C:12]([C@H:11]([OH:10])[CH3:15])=[N:9][N:8]=2)[N:3]=1 |f:2.3|. Procedure details: A mixture of 3-chloro-6-hydrazinopyridazine (1.44 g, 9.96 mmol), (R)-2-hydroxypropanoic acid (0.90 g, 10 mmol, i.e. D-lactic acid) and p-TsOH.H2O (2.37 g, 12.4 mmol) in toluene was refluxed overnight. Some oil was formed at the bottom of the flask. LC-MS of this oil showed the desired product was formed. Toluene was poured off, and the oil residue was suspended in water (10 mL), then basified with 3 N aq. NaOH to pH=10. This aqueous solution was extracted with EtOAc (3×30 mL), and the combined o... Reactants: ClC=1N=NC(=CC1)NN (3-chloro-6-hydrazinopyridazine), O[C@@H](C(=O)O)C ((R)-2-hydroxypropanoic acid), CC=1C=CC(=CC1)S(=O)(=O)O.O (p-TsOH.H2O). Product: ClC=1C=CC=2N(N1)C(=NN2)[C@@H](C)O ((R)-1-(6-Chloro[1,2,4]triazolo[4,3-b]pyridazin-3-yl)ethanol). Run in C1(=CC=CC=C1)C (toluene). Reactants: N([C@@H](CCN(C(=O)OC(C)(C)C)C(=O)OC(C)(C)C)C(=O)O)C(=O)OCC1C2=CC=CC=C2C2=CC=CC=C12 (Fmoc-Dab(diBoc)-OH), Fmoc-(N-γ-Boc)-L-α,γ-diaminobutyric acid, CCN(C(C)C)C(C)C (DIPEA), C1=CC=C(C=C1)C(C2=CC=CC=C2)(C3=CC=CC=C3Cl)Cl (2-chlorotrityl chloride resin). Solvent: C(Cl)Cl (DCM). The product is N([C@@H](CCNC(=O)OC(C)(C)C)C(=O)O)C(=O)OCC1C2=CC=CC=C2C2=CC=CC=C12 (Fmoc-Dab(Boc)). RXN SMILES: C1C=CC(C(Cl)(C2C(Cl)=CC=CC=2)C2C=CC=CC=2)=CC=1.[NH:22]([C:44]([O:46][CH2:47][CH:48]1[C:60]2[C:55](=[CH:56][CH:57]=[CH:58][CH:59]=2)[C:54]2[C:49]1=[CH:50][CH:51]=[CH:52][CH:53]=2)=[O:45])[C@H:23]([C:41]([OH:43])=[O:42])[CH2:24][CH2:25][N:26](C(OC(C)(C)C)=O)[C:27]([O:29][C:30]([CH3:33])([CH3:32])[CH3:31])=[O:28].CCN(C(C)C)C(C)C>C(Cl)Cl>[NH:22]([C:44]([O:46][CH2:47][CH:48]1[C:60]2[C:55](=[CH:56][CH:57]=[CH:58][CH:59]=2)[C:54]2[C:49]1=[CH:50][CH:51]=[CH:52][CH:53]=2)=[O:45])[C@H:23]([C:41]([OH:43])=[O:42])[CH2:24][CH2:25][NH:26][C:27]([O:29][C:30]([CH3:31])([CH3:33])[CH3:32])=[O:28]. Procedure: To 3 g of 2-chlorotrityl chloride resin with 1.3 mmol/g substitution (Novabiochem, 01-64-0114) in 30 ml of dry DCM in 30 ml reaction vessel for solid phase synthesis, 2.577 g (5.85 mmol, 1.5 eq) of Fmoc-Dab(diBoc)-OH (Mw=440.5, (Fmoc-(N-γ-Boc)-L-α,γ-diaminobutyric acid, AnaSpec, 28246) and 2.23 ml (12.87 mmol, 3.3 eq) of DIPEA (Aldrich, Mw=129.2, d=0.74) were added. Starting materials: Cc1ccc(Br)c(S(C)(=O)=O)c1, O=C1CCC(=O)N1Br, O=C(OOC(=O)c1ccccc1)c1ccccc1, Clc1ccccc1. The product is CS(=O)(=O)c1cc(CBr)ccc1Br. As a reaction SMILES: [Br:1][c:2]1[c:3]([S:9](=[O:10])(=[O:11])[CH3:12])[cH:4][c:5]([CH3:8])[cH:6][cH:7]1.[Br:31][N:32]1[C:33](=[O:34])[CH2:35][CH2:36][C:37]1=[O:38].[C:13]([O:14][O:15][C:16](=[O:17])[c:18]1[cH:19][cH:20][cH:21][cH:22][cH:23]1)(=[O:24])[c:25]1[cH:26][cH:27][cH:28][cH:29][cH:30]1.[Cl:39][c:40]1[cH:41][cH:42][cH:43][cH:44][cH:45]1>>[Br:1][c:2]1[c:3]([S:9](=[O:10])(=[O:11])[CH3:12])[cH:4][c:5]([CH2:8][Br:31])[cH:6][cH:7]1.